Dataset: the Open Reaction Database (ORD), a public repository of structured organic reaction records. Task: describe an organic reaction: reactants, conditions, products, and yield Starting materials: O=C([O-])[O-], C1COCCO1, CC1(C)OB(c2cncc(-c3cnco3)c2)OC1(C)C, [Cl-], Clc1nc(NCc2ccccn2)c2c(-c3ccccc3)cccc2n1, ClCCl, [K+], [K+], O. Product: c1ccc(-c2cccc3nc(-c4cncc(-c5cnco5)c4)nc(NCc4ccccn4)c23)cc1. RXN SMILES: [C:46](=[O:47])([O-:48])[O-:49].[CH2:56]1[O:57][CH2:58][CH2:59][O:60][CH2:61]1.[CH3:26][C:27]1([CH3:28])[C:29]([CH3:30])([CH3:31])[O:32][B:33]([c:34]2[cH:35][c:36](-[c:40]3[cH:41][n:42][cH:43][o:44]3)[cH:37][n:38][cH:39]2)[O:45]1.[Cl-:55].[Cl:1][c:2]1[n:3][c:4]2[cH:5][cH:6][cH:7][c:8](-[c:20]3[cH:21][cH:22][cH:23][cH:24][cH:25]3)[c:9]2[c:10]([NH:12][CH2:13][c:14]2[n:15][cH:16][cH:17][cH:18][cH:19]2)[n:11]1.[Cl:52][CH2:53][Cl:54].[K+:50].[K+:51].[OH2:62]>>[c:2]1(-[c:34]2[cH:35][c:36](-[c:40]3[cH:41][n:42][cH:43][o:44]3)[cH:37][n:38][cH:39]2)[n:3][c:4]2[cH:5][cH:6][cH:7][c:8](-[c:20]3[cH:21][cH:22][cH:23][cH:24][cH:25]3)[c:9]2[c:10]([NH:12][CH2:13][c:14]2[n:15][cH:16][cH:17][cH:18][cH:19]2)[n:11]1. The reactants are O (Water), C(C)NC1=C(C(=O)NCCN2CCC(CC2)NC2=NC3=C(N2CC2=CC=C(C=C2)F)C=CC=C3)C=CC=C1 (2-(ethylamino)-N-[2-[4-[[1-[(4-fluorophenyl)methyl]-1H-benzimidazol-2-yl]amino]-1-piperidinyl]ethyl]benzamide), C([O-])([O-])=O.[Na+].[Na+] (sodium carbonate), C(OC)(=O)Cl (methyl carbonochloridate). Solvent: ClCCl (dichloromethane), ClCCl (dichloromethane). Run at time 8 hour. Yields the product Cl.Cl.N1C(NC(C2=CC=CC=C12)=O)=O (2,4(1H,3H)-quinazolinedione dihydrochloride). As a reaction SMILES: C([NH:3][C:4]1[CH:38]=[CH:37][CH:36]=[CH:35][C:5]=1[C:6]([NH:8][CH2:9]CN1CCC(NC2N(CC3C=CC(F)=CC=3)C3C=CC=CC=3N=2)CC1)=[O:7])C.C(=O)([O-])[O-:40].[Na+].[Na+].C([Cl:49])(=O)OC.O>ClCCl>[ClH:49].[ClH:49].[NH:3]1[C:4]2[C:5](=[CH:35][CH:36]=[CH:37][CH:38]=2)[C:6](=[O:7])[NH:8][C:9]1=[O:40] |f:1.2.3,7.8.9|. Procedure details: To a stirred mixture of 4 parts of 2-(ethylamino)-N-[2-[4-[[1-[(4-fluorophenyl)methyl]-1H-benzimidazol-2-yl]amino]-1-piperidinyl]ethyl]benzamide, 1.06 parts of sodium carbonate and 65 parts of dichloromethane was added dropwise a solution of 2 parts of methyl carbonochloridate in dichloromethane. Upon completion, stirring was continued overnight at reflux temperature. Water was added and the product was extracted with dichloromethane. The extract was dried, filtered and evaporated. The residue w...